This data is from the Open Reaction Database (ORD), a public repository of structured organic reaction records. The task is: describe an organic reaction: reactants, conditions, products, and yield Starting materials: NCCC1=CNC=N1 (histamine), ClC1=CC=C(C=C1)[N+](=O)[O-] (1-chloro-4-nitrobenzene). Run in CC(C)O (2-propanol). Yields the product N1C=NC(=C1)CCNC1=CC=C(C=C1)[N+](=O)[O-] (1-{[2-(1H-Imidazol-4-yl)ethyl]amino}-4-nitrobenzene), oxalate salt. As a reaction SMILES: [NH2:1][CH2:2][CH2:3][C:4]1[N:8]=[CH:7][NH:6][CH:5]=1.Cl[C:10]1[CH:15]=[CH:14][C:13]([N+:16]([O-:18])=[O:17])=[CH:12][CH:11]=1>CC(O)C>[NH:6]1[CH:5]=[C:4]([CH2:3][CH2:2][NH:1][C:10]2[CH:15]=[CH:14][C:13]([N+:16]([O-:18])=[O:17])=[CH:12][CH:11]=2)[N:8]=[CH:7]1. Procedure details: 1.45 g (13.1 mmol) of histamine and 2.06 g (13.1 mmol) of 1-chloro-4-nitrobenzene are brought to reflux in 20 ml of 2-propanol for 3 days. The cooled reaction mixture is filtered, evaporated and chromatographed on a first column of silica gel, using a chloroform/methanol (99/1) mixture, and then on a second column, using a chloroform/methanol (9/1) mixture. The pure fractions were evaporated and the resulting solid was treated with oxalic acid in ethanol. Addition of ether provided the title com... Starting materials: COC(=O)CCS(=O)(=O)C(C)(C)c1ncc(Br)s1, C1CCOC1, C[O-], CI, CS(C)=O, [Na+], O. The product is CC(C)(c1ncc(Br)s1)S(C)(=O)=O. Reaction SMILES: [Br:1][c:2]1[cH:3][n:4][c:5]([C:7]([CH3:8])([CH3:9])[S:10](=[O:11])(=[O:12])[CH2:13][CH2:14][C:15]([O:16][CH3:17])=[O:18])[s:6]1.[CH2:24]1[O:25][CH2:26][CH2:27][CH2:28]1.[CH3:19][O-:20].[CH3:22][I:23].[CH3:29][S:30]([CH3:31])=[O:32].[Na+:21].[OH2:33]>>[Br:1][c:2]1[cH:3][n:4][c:5]([C:7]([CH3:8])([CH3:9])[S:10](=[O:11])(=[O:12])[CH3:13])[s:6]1. Starting materials: O=C(Cl)Cl, CCOCC, CCO[Si](CCCN)(OCC)OCC, c1ccncc1. The product is CCO[Si](CCCN=C=O)(OCC)OCC. Reaction SMILES: [C:1](=[O:2])([Cl:3])[Cl:4].[CH2:25]([O:26][CH2:27][CH3:28])[CH3:29].[CH2:5]([CH3:6])[O:7][Si:8]([CH2:9][CH2:10][CH2:11][NH2:12])([O:13][CH2:14][CH3:15])[O:16][CH2:17][CH3:18].[cH:19]1[cH:20][cH:21][n:22][cH:23][cH:24]1>>[C:1](=[O:2])=[N:12][CH2:11][CH2:10][CH2:9][Si:8]([O:7][CH2:5][CH3:6])([O:13][CH2:14][CH3:15])[O:16][CH2:17][CH3:18]. Reactants: CCO, CC(=O)O, Cl, CC1=C(n2ccnc2)CCc2ccc(C(=O)O)cc21. Product: Cl, CC1c2cc(C(=O)O)ccc2CCC1n1ccnc1. RXN SMILES: [CH3:20][CH2:21][OH:22].[CH3:24][C:25](=[O:26])[OH:27].[ClH:23].[n:1]1([C:6]2=[C:15]([CH3:16])[c:14]3[c:9]([cH:10][cH:11][c:12]([C:17](=[O:18])[OH:19])[cH:13]3)[CH2:8][CH2:7]2)[cH:2][n:3][cH:4][cH:5]1>>[ClH:23].[n:1]1([CH:6]2[CH2:7][CH2:8][c:9]3[cH:10][cH:11][c:12]([C:17](=[O:18])[OH:19])[cH:13][c:14]3[CH:15]2[CH3:16])[cH:2][n:3][cH:4][cH:5]1. Reactants: CO, CC(C)CC(CS(=O)(=O)N1CCN(c2ccc(F)cc2)CC1)C(=O)OCc1ccccc1. Yields the product CC(C)CC(CS(=O)(=O)N1CCN(c2ccc(F)cc2)CC1)C(=O)O. RXN SMILES: [CH3:33][OH:34].[F:1][c:2]1[cH:3][cH:4][c:5]([N:8]2[CH2:9][CH2:10][N:11]([S:14](=[O:15])(=[O:16])[CH2:17][CH:18]([C:19](=[O:20])[O:21][CH2:22][c:23]3[cH:24][cH:25][cH:26][cH:27][cH:28]3)[CH2:29][CH:30]([CH3:31])[CH3:32])[CH2:12][CH2:13]2)[cH:6][cH:7]1>>[F:1][c:2]1[cH:3][cH:4][c:5]([N:8]2[CH2:9][CH2:10][N:11]([S:14](=[O:15])(=[O:16])[CH2:17][CH:18]([C:19](=[O:20])[OH:21])[CH2:29][CH:30]([CH3:31])[CH3:32])[CH2:12][CH2:13]2)[cH:6][cH:7]1.